Dataset: the Open Reaction Database (ORD), a public repository of structured organic reaction records. Task: describe an organic reaction: reactants, conditions, products, and yield Reactants: CCOC(=O)CBr, [H-], [Na+], CN(C)C=O, O=C1COCCN1. Yields the product CCOC(=O)CN1CCOCC1=O. Reaction SMILES: [Br:10][CH2:11][C:12](=[O:13])[O:14][CH2:15][CH3:16].[H-:8].[Na+:9].[O:17]=[CH:18][N:19]([CH3:20])[CH3:21].[O:1]=[C:2]1[CH2:3][O:4][CH2:5][CH2:6][NH:7]1>>[O:1]=[C:2]1[CH2:3][O:4][CH2:5][CH2:6][N:7]1[CH2:11][C:12](=[O:13])[O:14][CH2:15][CH3:16]. The reactants are ClCOC(C(COC([C@@H](NC(=O)OC(C)(C)C)C(C)C)=O)(C)C)=O (2,2-Dimethyl-3-(N-Boc-L-valyloxy)propionic acid chloromethyl ester), [I-].[Na+] (Sodium iodide). The solvent is C(C)#N (acetonitrile). Yields the product ICOC(C(COC([C@@H](NC(=O)OC(C)(C)C)C(C)C)=O)(C)C)=O (2,2-dimethyl-3-(N-Boc-L-valyloxy)propionic acid iodomethyl ester). Isolated yield 94.9%. RXN SMILES: Cl[CH2:2][O:3][C:4](=[O:24])[C:5]([CH3:23])([CH3:22])[CH2:6][O:7][C:8](=[O:21])[C@H:9]([CH:18]([CH3:20])[CH3:19])[NH:10][C:11]([O:13][C:14]([CH3:17])([CH3:16])[CH3:15])=[O:12].[I-:25].[Na+]>C(#N)C>[I:25][CH2:2][O:3][C:4](=[O:24])[C:5]([CH3:23])([CH3:22])[CH2:6][O:7][C:8](=[O:21])[C@H:9]([CH:18]([CH3:20])[CH3:19])[NH:10][C:11]([O:13][C:14]([CH3:17])([CH3:16])[CH3:15])=[O:12] |f:1.2|. Procedure: 2,2-Dimethyl-3-(N-Boc-L-valyloxy)propionic acid chloromethyl ester (3.6 g, 10 mmole) was dissolved in acetonitrile (50 ml). Sodium iodide (2.1 g, 14 mmole) was added to the solution. After reaction at 70° C. for 2 hr, the reaction mixture was filtered and the residue was dissolved in methylene chloride (20 ml) and refiltered. The solution was dried and gave 4.34 g of the titled product. The reactants are O(C1=CC=CC=C1)CC(=O)O (Phenoxyacetic acid), S(=O)(Cl)Cl (thionyl chloride). Conditions: time 18 hour. Yields the product O(C1=CC=CC=C1)CC(=O)Cl (phenoxyacetyl chloride). As a reaction SMILES: [O:1]([CH2:8][C:9]([OH:11])=O)[C:2]1[CH:7]=[CH:6][CH:5]=[CH:4][CH:3]=1.S(Cl)([Cl:14])=O>>[O:1]([CH2:8][C:9]([Cl:14])=[O:11])[C:2]1[CH:7]=[CH:6][CH:5]=[CH:4][CH:3]=1. Procedure: Phenoxyacetic acid (d5) was treated with 25 ml of thionyl chloride and stirred for 18 hours at room temperature. After the 5 end of the reaction, the reaction mixture was concentrated under vacuum at 300 C to provide phenoxyacetyl chloride (4.8 g). The reactants are C(C1=CC=CC=C1)OC=1C=C2C(=C3C(=C(NC13)C(F)(F)F)C(=O)OC)C(CN2C(=O)OC(C)(C)C)CO (methyl 5-benzyloxy-3-t-butoxycarbonyl-1-hydroxymethyl-7-trifluoromethyl-1,2,3,6-tetrahydropyrrolo[3,2-e]indole-8-carboxylate), C1(=CC=CC=C1)P(C1=CC=CC=C1)C1=CC=CC=C1 (triphenylphosphine), C(Cl)(Cl)(Cl)Cl (carbon tetrachloride). Solvent: C(C)#N (acetonitrile). Reaction conditions: time 5 hour. Yields the product C(C1=CC=CC=C1)OC=1C=C2C(=C3C(=C(NC13)C(F)(F)F)C(=O)OC)C(CN2C(=O)OC(C)(C)C)CCl (methyl 5-benzyloxy-3-t-butoxycarbonyl-1-chloromethyl-7-trifluoromethyl-1,2,3,6-tetrahydropyrrolo[3,2-e]indole-8-carboxylate). RXN SMILES: [CH2:1]([O:8][C:9]1[CH:10]=[C:11]2[N:28]([C:29]([O:31][C:32]([CH3:35])([CH3:34])[CH3:33])=[O:30])[CH2:27][CH:26]([CH2:36]O)[C:12]2=[C:13]2[C:17]=1[NH:16][C:15]([C:18]([F:21])([F:20])[F:19])=[C:14]2[C:22]([O:24][CH3:25])=[O:23])[C:2]1[CH:7]=[CH:6][CH:5]=[CH:4][CH:3]=1.C1(P(C2C=CC=CC=2)C2C=CC=CC=2)C=CC=CC=1.C(Cl)(Cl)(Cl)[Cl:58]>C(#N)C>[CH2:1]([O:8][C:9]1[CH:10]=[C:11]2[N:28]([C:29]([O:31][C:32]([CH3:35])([CH3:34])[CH3:33])=[O:30])[CH2:27][CH:26]([CH2:36][Cl:58])[C:12]2=[C:13]2[C:17]=1[NH:16][C:15]([C:18]([F:21])([F:20])[F:19])=[C:14]2[C:22]([O:24][CH3:25])=[O:23])[C:2]1[CH:7]=[CH:6][CH:5]=[CH:4][CH:3]=1. Procedure: 104.1 Milligrams (0.2 mmol) of methyl 5-benzyloxy-3-t-butoxycarbonyl-1-hydroxymethyl-7-trifluoromethyl-1,2,3,6-tetrahydropyrrolo[3,2-e]indole-8-carboxylate, and 104.9 mg (0.4 mmol) of triphenylphosphine were suspended in 1 ml of anhydrous acetonitrile. Thereto 115.3 μl (1.2 mmol) of carbon tetrachloride was added dropwise. The mixture was stirred for 5 hours under atmosphere of argon. After removal of the solvent, the residue was purified by silica gel column chromatography (hexane:ethyl acetate... Starting materials: B(Br)(Br)Br (boron tribromide), 1ON-sodium hydroxide, S(=O)(=O)(C)OCCCCCCCCCCC1C(CCC2=CC(=CC=C12)OC)C1=CC=C(C(=O)N(C)C)C=C1 (p-[(1RS,2RS)-1-(10- mesyloxydecyl)-6-methoxy-1,2,3,4-tetrahydronaphth-2-yl]-N,N-dimethylbenzamide), Br.C(CCCCC)SC(N)=N (S-n-hexylisothiourea hydrobromide). Run in CN(C=O)C (dimethylformamide). Run at time 2 hour. Yields the product C(CCCCC)SCCCCCCCCCCC1C(CCC2=CC(=CC=C12)O)C1=CC=C(C(=O)N(C)C)C=C1 (p-[(1RS,2RS)-1-(10-hexylthiodecyl)-6-hydroxy-1,2,3,4-tetrahydronaphth-2-yl]-N,N-dimethylbenzamide). RXN SMILES: S(O[CH2:6][CH2:7][CH2:8][CH2:9][CH2:10][CH2:11][CH2:12][CH2:13][CH2:14][CH2:15][CH:16]1[C:25]2[C:20](=[CH:21][C:22]([O:26]C)=[CH:23][CH:24]=2)[CH2:19][CH2:18][CH:17]1[C:28]1[CH:38]=[CH:37][C:31]([C:32]([N:34]([CH3:36])[CH3:35])=[O:33])=[CH:30][CH:29]=1)(C)(=O)=O.Br.[CH2:40]([S:46]C(=N)N)[CH2:41][CH2:42][CH2:43][CH2:44][CH3:45].B(Br)(Br)Br>CN(C)C=O>[CH2:40]([S:46][CH2:6][CH2:7][CH2:8][CH2:9][CH2:10][CH2:11][CH2:12][CH2:13][CH2:14][CH2:15][CH:16]1[C:25]2[C:20](=[CH:21][C:22]([OH:26])=[CH:23][CH:24]=2)[CH2:19][CH2:18][CH:17]1[C:28]1[CH:29]=[CH:30][C:31]([C:32]([N:34]([CH3:35])[CH3:36])=[O:33])=[CH:37][CH:38]=1)[CH2:41][CH2:42][CH2:43][CH2:44][CH3:45] |f:1.2|. Reported procedure: Aqueous 1ON-sodium hydroxide solution (0.08 ml.) was added to a solution of p-[(1RS,2RS)-1-(10- mesyloxydecyl)-6-methoxy-1,2,3,4-tetrahydronaphth-2-yl]-N,N-dimethylbenzamide (0.107 g.) and S-n-hexylisothiourea hydrobromide (0.097 g.) in dimethylformamide (5 ml.) and the mixture was stirred at laboratory temperature for 2 hours and then evaporated to dryness. Water (5 ml.) was added to the residue and the mixture was extracted three times with diethyl ether (10 ml. each time). The combined extrac... Reactants: CC(=O)Oc1c(C)cc(O)cc1C(C)(C)C, C1N2CN3CN1CN(C2)C3, [Na+], [OH-], O, O=C(O)C(F)(F)F. Yields the product CC(=O)Oc1c(C(C)(C)C)cc(O)c(C=O)c1C. Reaction SMILES: [C:1]([CH3:2])(=[O:3])[O:4][c:5]1[c:6]([C:13]([CH3:14])([CH3:15])[CH3:16])[cH:7][c:8]([OH:12])[cH:9][c:10]1[CH3:11].[CH2:17]1[N:18]2[CH2:19][N:20]3[CH2:21][N:22]([CH2:23]2)[CH2:24][N:25]1[CH2:26]3.[Na+:29].[OH-:28].[OH2:27].[OH:30][C:31]([C:32]([F:33])([F:34])[F:35])=[O:36]>>[C:1]([CH3:2])(=[O:3])[O:4][c:5]1[c:6]([C:13]([CH3:14])([CH3:15])[CH3:16])[cH:7][c:8]([OH:12])[c:9]([CH:31]=[O:30])[c:10]1[CH3:11]. Starting materials: ClC1=C(N)C(=CC=C1OC)Cl (2,6-dichloro-3-methoxy-aniline), C(=S)(Cl)Cl (thiophosgene). The solvent is C1(=CC=CC=C1)C (toluene), C1(=CC=CC=C1)C (toluene). Product: ClC1=C(C(=CC=C1OC)Cl)N=C=S (2,6-dichloro-3-methoxyphenylisothiocyanate). RXN SMILES: [Cl:1][C:2]1[C:8]([O:9][CH3:10])=[CH:7][CH:6]=[C:5]([Cl:11])[C:3]=1[NH2:4].[C:12](Cl)(Cl)=[S:13]>C1(C)C=CC=CC=1>[Cl:1][C:2]1[C:8]([O:9][CH3:10])=[CH:7][CH:6]=[C:5]([Cl:11])[C:3]=1[N:4]=[C:12]=[S:13]. Procedure: 60.7 g of 2,6-dichloro-3-methoxy-aniline are dissolved in 65 ml of toluene and treated with 25 ml of thiophosgene in 50 ml of toluene. The solution obtained is heated to boiling under reflux overnight and subsequently evaporated in vacuo. There is obtained 2,6-dichloro-3-methoxyphenylisothiocyanate of boiling point 99° (0.13 Torr).